Dataset: the Open Reaction Database (ORD), a public repository of structured organic reaction records. Task: describe an organic reaction: reactants, conditions, products, and yield The reactants are CC1=C[C@@H]2[C@H](CC[C@]3([C@H]2CC[C@@]3(C(=O)C)OC(=O)C)C)[C@@]4(C1=CC(=O)CC4)C (megestrol), CN(C=O)C (dimethylformamide). The product is O[C@]1(C(C)=O)CC[C@H]2[C@@H]3C=C(C4=CC(CC[C@]4(CO)[C@H]3CC[C@]12C)=O)C (17α,19-dihydroxy-6-methyl-4,6-pregnadiene-3,20-dione). RXN SMILES: [CH3:1][C:2]1[C:22]2=[CH:23][C:24]([CH2:26][CH2:27][C@:21]2(C)[C@H:5]2[CH2:6][CH2:7][C@:8]3([CH3:20])[C@@:12]([O:16]C(C)=O)([C:13]([CH3:15])=[O:14])[CH2:11][CH2:10][C@H:9]3[C@@H:4]2[CH:3]=1)=[O:25].CN(C)[CH:31]=[O:32]>>[OH:16][C@:12]1([C@:8]2([CH3:20])[C@H:9]([C@H:4]3[C@H:5]([CH2:6][CH2:7]2)[C@:21]2([CH2:31][OH:32])[C:22](=[CH:23][C:24](=[O:25])[CH2:26][CH2:27]2)[C:2]([CH3:1])=[CH:3]3)[CH2:10][CH2:11]1)[C:13](=[O:14])[CH3:15]. Reported procedure: Under the conditions of Example 1, 10 g. of megestrol (17α-hydroxy-6-methyl-4,6-pregnadiene-3,20-dione), dissolved in 400 ml. of dimethylformamide, is fermented for 48 hours with a Nigrospora sphaerica culture. After the batch has been worked up and the crude product crystallized from acetone/diisopropyl ether, 6.5 g. of 17α,19-dihydroxy-6-methyl-4,6-pregnadiene-3,20-dione is obtained, m.p. 184°-186° C. The reactants are C1CCOC1, COC(=O)c1[nH]c(=O)[nH]c1CSc1ccc(OCc2cc(C)nc3ccccc23)cc1, CO, [Na+], O=C([O-])O, O, O. Product: COC(=O)c1[nH]c(=O)[nH]c1CS(=O)(=O)c1ccc(OCc2cc(C)nc3ccccc23)cc1. As a reaction SMILES: [CH2:32]1[O:33][CH2:34][CH2:35][CH2:36]1.[CH3:1][O:2][C:3](=[O:4])[c:5]1[nH:6][c:7](=[O:31])[nH:8][c:9]1[CH2:10][S:11][c:12]1[cH:13][cH:14][c:15]([O:18][CH2:19][c:20]2[cH:21][c:22]([CH3:30])[n:23][c:24]3[cH:25][cH:26][cH:27][cH:28][c:29]23)[cH:16][cH:17]1.[CH3:37][OH:38].[Na+:44].[O-:40][C:41]([OH:42])=[O:43].[OH2:39].[OH2:45]>>[CH3:1][O:2][C:3](=[O:4])[c:5]1[nH:6][c:7](=[O:31])[nH:8][c:9]1[CH2:10][S:11]([c:12]1[cH:13][cH:14][c:15]([O:18][CH2:19][c:20]2[cH:21][c:22]([CH3:30])[n:23][c:24]3[cH:25][cH:26][cH:27][cH:28][c:29]23)[cH:16][cH:17]1)(=[O:39])=[O:45].